Dataset: the Open Reaction Database (ORD), a public repository of structured organic reaction records. Task: describe an organic reaction: reactants, conditions, products, and yield Reactants: CS(C)=O, COC(=O)CCCC#CCN1C(=O)CCCC1CO, CCN=C=NCCCN(C)C, O=C([O-])C(F)(F)F, c1ccccc1, c1cc[nH+]cc1. Yields the product COC(=O)CCCC#CCN1C(=O)CCCC1C=O. As a reaction SMILES: [CH3:12][S:13]([CH3:14])=[O:15].[CH3:16][O:17][C:18]([CH2:19][CH2:20][CH2:21][C:22]#[C:23][CH2:24][N:25]1[CH:26]([CH2:32][OH:33])[CH2:27][CH2:28][CH2:29][C:30]1=[O:31])=[O:34].[CH3:1][CH2:2][N:3]=[C:4]=[N:5][CH2:6][CH2:7][CH2:8][N:9]([CH3:10])[CH3:11].[F:35][C:36]([F:37])([F:38])[C:39]([O-:40])=[O:41].[cH:48]1[cH:49][cH:50][cH:51][cH:52][cH:53]1.[nH+:42]1[cH:43][cH:44][cH:45][cH:46][cH:47]1>>[CH3:16][O:17][C:18]([CH2:19][CH2:20][CH2:21][C:22]#[C:23][CH2:24][N:25]1[CH:26]([CH:32]=[O:33])[CH2:27][CH2:28][CH2:29][C:30]1=[O:31])=[O:34]. The reactants are Br, CC([O-])=S, CC(=O)O, CC#N, [Na+], CC(CC(=O)c1cccs1)C(=O)N1CCCC1C(=O)O. Product: CC(=O)SC(C(=O)c1cccs1)C(C)C(=O)N1CCCC1C(=O)O. Reaction SMILES: [Br:21].[C:22]([CH3:23])(=[S:24])[O-:25].[CH3:27][C:28](=[O:29])[OH:30].[CH3:31][C:32]#[N:33].[Na+:26].[c:1]1([C:6](=[O:7])[CH2:8][CH:9]([C:10](=[O:11])[N:12]2[CH:13]([C:14](=[O:15])[OH:16])[CH2:17][CH2:18][CH2:19]2)[CH3:20])[cH:2][cH:3][cH:4][s:5]1>>[c:1]1([C:6](=[O:7])[CH:8]([CH:9]([C:10](=[O:11])[N:12]2[CH:13]([C:14](=[O:15])[OH:16])[CH2:17][CH2:18][CH2:19]2)[CH3:20])[S:24][C:22]([CH3:23])=[O:25])[cH:2][cH:3][cH:4][s:5]1. Procedure details: Was prepared in a similar manner to 5-methoxy-2-methylpyridine using 3-hydroxy-2-methylpyridine (purchased from Fisher Scientific) and methyl iodide (purchased from Fisher Scientific). The reactants are COC=1C=CC(=NC1)C (5-methoxy-2-methylpyridine), OC=1C(=NC=CC1)C (3-hydroxy-2-methylpyridine), CI (methyl iodide). Product: COC=1C(=NC=CC1)C (3-methoxy-2-methylpyridine). As a reaction SMILES: [CH3:1][O:2][C:3]1[CH:4]=[CH:5][C:6](C)=[N:7][CH:8]=1.O[C:11]1C(C)=NC=CC=1.CI>>[CH3:1][O:2][C:3]1[C:8]([CH3:11])=[N:7][CH:6]=[CH:5][CH:4]=1. The reactants are ClCC(=O)C1=CC=CC=C1 (2-Chloroacetophenone), B([C@@H]1CC2CCC([C@H]1C)C2(C)C)([C@@H]3CC4CCC([C@H]3C)C4(C)C)Cl ((−) DIP-chloride), N(CCO)CCO (diethanolamine). Run in C1CCOC1 (THF). Run at time 8 hour. The product is ClCC(O)C1=CC=CC=C1 ((−) 2-chloro-1-phenylethanol). Isolated yield 209.3%. Reaction SMILES: [Cl:1][CH2:2][C:3]([C:5]1[CH:10]=[CH:9][CH:8]=[CH:7][CH:6]=1)=[O:4].B(Cl)([C@H]1[C@H](C)C2C(C)(C)C(CC2)C1)[C@H]1[C@H](C)C2C(C)(C)C(CC2)C1.N(CCO)CCO>C1COCC1>[Cl:1][CH2:2][CH:3]([C:5]1[CH:10]=[CH:9][CH:8]=[CH:7][CH:6]=1)[OH:4]. Procedure: 2-Chloroacetophenone (3 g., 19.4 mmol) was treated with (−) DIP-chloride (6.7 g., 20.9 mmol) in anhydrous THF (20 mL) at dry-ice bath temperature and left overnight. The temperature was raised to room temperature and THF was removed in vacuo. The residue was dissolved in ether (100 mL). The diethanolamine (4.58 g., 42.6 mmol) was added and the mixture stirred at room temperature for 5 hrs. The separated solid was filtered and the filtered cake was washed with hexane (40 mL) and ether (30 mL). Th... Reactants: ice water, C(C)C1=CC=C(C=C1)C(C(CCCC)[N+](=O)[O-])O (1-p-ethylphenyl-2-nitro-1-hexanol), C(C)OC1=CC=CC=C1 (ethoxybenzene), S(O)(O)(=O)=O (sulphuric acid), O (water). The solvent is C(Cl)Cl (methylene chloride), C(Cl)Cl (methylene chloride). Reaction conditions: time 2 hour. Yields the product C(C)OC1=CC=C(C=C1)C(C(CCCC)[N+](=O)[O-])C1=CC=C(C=C1)CC (1-p-ethoxyphenyl-1-p-ethylphenyl-2-nitro-n-hexane). RXN SMILES: [CH2:1]([C:3]1[CH:8]=[CH:7][C:6]([CH:9](O)[CH:10]([N+:15]([O-:17])=[O:16])[CH2:11][CH2:12][CH2:13][CH3:14])=[CH:5][CH:4]=1)[CH3:2].[CH2:19]([O:21][C:22]1[CH:27]=[CH:26][CH:25]=[CH:24][CH:23]=1)[CH3:20].S(=O)(=O)(O)O.O>C(Cl)Cl>[CH2:19]([O:21][C:22]1[CH:27]=[CH:26][C:25]([CH:9]([C:6]2[CH:7]=[CH:8][C:3]([CH2:1][CH3:2])=[CH:4][CH:5]=2)[CH:10]([N+:15]([O-:17])=[O:16])[CH2:11][CH2:12][CH2:13][CH3:14])=[CH:24][CH:23]=1)[CH3:20]. Procedure details: 25.1 g of 1-p-ethylphenyl-2-nitro-1-hexanol and 14.6 g of ethoxybenzene are dissolved in 80 ml of methylene chloride, and the solution is added dropwise at 0° C, with vigorous stirring, to 90 g of conc. sulphuric acid and 10 ml of water. After 2 hours' stirring at room temperature, the mixture is poured on to 400 ml of ice water. The product is taken up in methylene chloride and washed with saturated sodium bicarbonate solution. After the solvent has been removed by evaporation, the oil remainin... The reactants are CCCCCCCCCC(C)=CCCCC(=O)OC, CO, [K+], [OH-], OCC(O)CCl, OCC(O)CO. Product: CC1=CCCCC(=O)OCCCCCCCCC1. RXN SMILES: [CH3:1][C:2](=[CH:3][CH2:4][CH2:5][CH2:6][C:7](=[O:8])[O:9][CH3:10])[CH2:11][CH2:12][CH2:13][CH2:14][CH2:15][CH2:16][CH2:17][CH2:18][CH3:19].[CH3:34][OH:35].[K+:21].[OH-:20].[OH:22][CH2:23][CH:24]([CH2:25][Cl:26])[OH:27].[OH:28][CH2:29][CH:30]([CH2:31][OH:32])[OH:33]>>[CH3:1][C:2]1=[CH:3][CH2:4][CH2:5][CH2:6][C:7](=[O:8])[O:9][CH2:19][CH2:18][CH2:17][CH2:16][CH2:15][CH2:14][CH2:13][CH2:12][CH2:11]1. The reactants are C(C1=CC=CC=C1)OC(=O)C(CCC1=CC=CC=C1)NC1C(NC2=C(CC1)C=CC=C2)=O (3-(1-benzyloxycarbonyl-3-phenylpropylamino)-2,3,4,5-tetrahydro-1H-[1]-benzazepin-2-one), [H-].[Na+] (sodium hydride). The solvent is CN(C=O)C (dimethylformamide). Reaction conditions: time 30 minute. Yields the product C(C)OC(=O)CN1C(C(CCC2=C1C=CC=C2)NC(CCC2=CC=CC=C2)C(=O)OCC2=CC=CC=C2)=O (1-Ethoxycarbonylmethyl-3-(1-benzyloxycarbonyl-3-phenylpropylamino)-2,3,4,5-tetrahydro-1H-[1]benzazepin-2-one). As a reaction SMILES: [CH2:1]([O:8][C:9]([CH:11]([NH:20][CH:21]1[CH2:27][CH2:26][C:25]2[CH:28]=[CH:29][CH:30]=[CH:31][C:24]=2[NH:23][C:22]1=[O:32])[CH2:12][CH2:13][C:14]1[CH:19]=[CH:18][CH:17]=[CH:16][CH:15]=1)=[O:10])[C:2]1[CH:7]=[CH:6][CH:5]=[CH:4][CH:3]=1.[H-].[Na+]>CN(C)C=O>[CH2:1]([O:8][C:9]([CH2:11][N:23]1[C:24]2[CH:31]=[CH:30][CH:29]=[CH:28][C:25]=2[CH2:26][CH2:27][CH:21]([NH:20][CH:11]([C:9]([O:8][CH2:1][C:2]2[CH:7]=[CH:6][CH:5]=[CH:4][CH:3]=2)=[O:10])[CH2:12][CH2:13][C:14]2[CH:19]=[CH:18][CH:17]=[CH:16][CH:15]=2)[C:22]1=[O:32])=[O:10])[CH3:2] |f:1.2|. Procedure: A solution of 3-(1-benzyloxycarbonyl-3-phenylpropylamino)-2,3,4,5-tetrahydro-1H-[1]-benzazepin-2-one (5.0 g) in dry dimethylformamide was added under a nitrogen atmosphere to a stirred suspension of sodium hydride [from the 60% mineral oil dispersion (0.5 g) washed with petroleum ether (3×80 ml)] in dry dimethylformamide (100 ml) at room temperature. Stirring was continued for an additional 30 minutes at room temperature, when a solution of ethyl bromoacetate (2.0 g) in dry dimethylformamide (10...